Dataset: the Open Reaction Database (ORD), a public repository of structured organic reaction records. Task: describe an organic reaction: reactants, conditions, products, and yield Starting materials: Cl.CC1C(C(C2=C(N(C3=CC=CC=C23)C)S1)=O)CN(C)C (2,9-dimethyl-3-[(dimethylamino)methyl]-4-oxo-2,3,4,9-tetrahydrothiopyrano[2,3-b]indole hydrochloride), CC=1NC=CN1 (2-methylimidazole), Cl (hydrochloric acid). Solvent: O1CCCC1 (tetrahydrofuran), O (water). The product is CC1C(C(C2=C(N(C3=CC=CC=C23)C)S1)=O)CN1C(=NC=C1)C (2,9-Dimethyl-3-[(2-Methyl-1-Imidazolyl)Methyl]-4-Oxo-2,3,4,9-Tetrahydrothiopyrano[2,3-b]Indole). Reaction SMILES: Cl.[CH3:2][CH:3]1[S:16][C:7]2[N:8]([CH3:15])[C:9]3[C:14]([C:6]=2[C:5](=[O:17])[CH:4]1[CH2:18]N(C)C)=[CH:13][CH:12]=[CH:11][CH:10]=3.[CH3:22][C:23]1[NH:24][CH:25]=[CH:26][N:27]=1.Cl>O.O1CCCC1>[CH3:2][CH:3]1[S:16][C:7]2[N:8]([CH3:15])[C:9]3[C:14]([C:6]=2[C:5](=[O:17])[CH:4]1[CH2:18][N:24]1[CH:25]=[CH:26][N:27]=[C:23]1[CH3:22])=[CH:13][CH:12]=[CH:11][CH:10]=3 |f:0.1|. Reported procedure: A solution of 2 g (0.062 mol) of 2,9-dimethyl-3-[(dimethylamino)methyl]-4-oxo-2,3,4,9-tetrahydrothiopyrano[2,3-b]indole hydrochloride and 1.64 g (0.020 mol) of 2-methylimidazole in 30 ml of water is stirred under reflux under a nitrogen atmosphere for 16 hours. After the mixture is cooled, the precipitate formed is drained, washed with water and dried. The powder obtained is dissolved in 30 ml of tetrahydrofuran and the solution is treated with an ethereal solution of hydrochloric acid. The prec... The reactants are O (Water), ClCN1N=CC(=C1)C(=O)OC (1-(chloromethyl)-4-methoxycarbonyl-1H-pyrazole), FC(CCC(C#N)C#N)(F)F ((3,3,3-trifluoropropyl) malononitrile), C([O-])([O-])=O.[K+].[K+] (potassium carbonate). Solvent: CN(C=O)C (N,N-dimethylformamide). The product is COC(=O)C=1C=NN(C1)CC(C#N)(C#N)CCC(F)(F)F ([{4-(methoxycarbonyl)-1H-pyrazole-1-yl}methyl](3,3,3-trifluoropropyl) malononitrile). Isolated yield 34.9%. RXN SMILES: Cl[CH2:2][N:3]1[CH:7]=[C:6]([C:8]([O:10][CH3:11])=[O:9])[CH:5]=[N:4]1.[F:12][C:13]([F:22])([F:21])[CH2:14][CH2:15][CH:16]([C:19]#[N:20])[C:17]#[N:18].C(=O)([O-])[O-].[K+].[K+].O>CN(C)C=O>[CH3:11][O:10][C:8]([C:6]1[CH:5]=[N:4][N:3]([CH2:2][C:16]([CH2:15][CH2:14][C:13]([F:12])([F:21])[F:22])([C:17]#[N:18])[C:19]#[N:20])[CH:7]=1)=[O:9] |f:2.3.4|. Reported procedure: 0.80 g of 1-(chloromethyl)-4-methoxycarbonyl-1H-pyrazole and 0.75 g of (3,3,3-trifluoropropyl) malononitrile were dissolved in 15 ml of N,N-dimethylformamide. 1.27 g of potassium carbonate was added to the solution under ice cooling with stirring, followed by stirring at room temperature for overnight. Water was added to the reaction mixture, and then extracted with MTBE. The organic layer was washed with water, dried over anhydrous magnesium sulfate, filtered, and concentrated under reduced pre... Reactants: ice, CC1=C(SC2=C1C=CC=C2)CO (3-methylbenzothiophene-2-methanol), S(=O)(Cl)Cl (thionyl chloride). The solvent is C1=CC=CC=C1 (benzene), C1=CC=CC=C1 (benzene). Reaction conditions: time 3 hour. Product: ClCC=1SC2=C(C1C)C=CC=C2 (2-chloromethyl-3-methylbenzothiophene). Isolated yield 103.6%. Reaction SMILES: [CH3:1][C:2]1[C:6]2[CH:7]=[CH:8][CH:9]=[CH:10][C:5]=2[S:4][C:3]=1[CH2:11]O.S(Cl)([Cl:15])=O>C1C=CC=CC=1>[Cl:15][CH2:11][C:3]1[S:4][C:5]2[CH:10]=[CH:9][CH:8]=[CH:7][C:6]=2[C:2]=1[CH3:1]. Procedure: To an ice-cold solution of 3-methylbenzothiophene-2-methanol [Reference example 1] (480 mg, 2.69 mmol) in benzene (10 mL) was added dropwise, a solution of thionyl chloride (0.24 mL, 3.2 mmol) in benzene (3.5 mL). The mixture was stirred at room temperature for 3 hour, and concentrated under reduced pressure to give 2-chloromethyl-3-methylbenzothiophene as a yellow oil (548 mg, yield>99%). The reactants are NC1=C(C(N(C(N1CCCC)=O)CCCC)=O)N=O (6-amino-1,3-di-n-butyl-5-nitroso-uracil), Cl (hydrochloric acid), [OH-].[Na+] (sodium hydroxide), Cl.CN(CCCN=C=NCC)C (1-(3-dimethylaminopropyl)-3-ethyl-carbodiimide hydrochloride). The reagents and catalysts are [Pd] (Pd-C). Run in CN(C)C=O (DMF), C(=O)O (formic acid). Reaction conditions: time 3 hour. Product: C(CCC)N1C(=O)N(C=2N=CNC2C1=O)CCCC (1,3-di-n-butyl-xanthine). Isolated yield 151.6%. Reaction SMILES: [NH2:1][C:2]1[N:7]([CH2:8][CH2:9][CH2:10][CH3:11])[C:6](=[O:12])[N:5]([CH2:13][CH2:14][CH2:15][CH3:16])[C:4](=[O:17])[C:3]=1[N:18]=O.Cl.[CH3:21]N(C)CCCN=C=NCC.[OH-].[Na+].Cl>CN(C=O)C.[Pd].C(O)=O>[CH2:13]([N:5]1[C:4](=[O:17])[C:3]2[NH:18][CH:21]=[N:1][C:2]=2[N:7]([CH2:8][CH2:9][CH2:10][CH3:11])[C:6]1=[O:12])[CH2:14][CH2:15][CH3:16] |f:1.2,3.4|. Reported procedure: A mixture of 6-amino-1,3-di-n-butyl-5-nitroso-uracil (3.1 g, 11.6 mmol) and 5% Pd-C in dry DMF (30 ml) was hydrogenated at 50 psi until it became a colorless solution (about 2 h). The catalyst was filtered off through Celite pad and the filtrate was mixed with 88% formic acid (15 ml) and 1-(3-dimethylaminopropyl)-3-ethyl-carbodiimide hydrochloride (1.1 g, 5.74 mmol) at 0° C. under nitrogen. The violet solution was stirred at room temperature for 3 h. DMF and formic acid were removed by rotary ev... The reactants are Cc1cc(C#N)cc(CC#N)c1, CCc1c(Cl)nc(OCc2ccccc2)nc1OCc1ccccc1, [Cl-], [H-], [NH4+], [Na+], CN(C)C=O. The product is CCc1c(OCc2ccccc2)nc(OCc2ccccc2)nc1C(C#N)c1cc(C)cc(C#N)c1. Reaction SMILES: [C:26](#[N:27])[CH2:28][c:29]1[cH:30][c:31]([C:32]#[N:33])[cH:34][c:35]([CH3:37])[cH:36]1.[CH2:1]([c:2]1[cH:3][cH:4][cH:5][cH:6][cH:7]1)[O:8][c:9]1[n:10][c:11]([Cl:25])[c:12]([CH2:23][CH3:24])[c:13]([O:15][CH2:16][c:17]2[cH:18][cH:19][cH:20][cH:21][cH:22]2)[n:14]1.[Cl-:40].[H-:38].[NH4+:41].[Na+:39].[O:42]=[CH:43][N:44]([CH3:45])[CH3:46]>>[CH2:1]([c:2]1[cH:3][cH:4][cH:5][cH:6][cH:7]1)[O:8][c:9]1[n:10][c:11]([CH:28]([C:26]#[N:27])[c:29]2[cH:30][c:31]([C:32]#[N:33])[cH:34][c:35]([CH3:37])[cH:36]2)[c:12]([CH2:23][CH3:24])[c:13]([O:15][CH2:16][c:17]2[cH:18][cH:19][cH:20][cH:21][cH:22]2)[n:14]1. The reactants are Cc1cn(C)c2c1N(C(=O)CCBr)c1ccccc1NC2=O, C1CCNC1, [Na+], [Na+], O=C([O-])[O-], C1COCCO1. Product: Cc1cn(C)c2c1N(C(=O)CCN1CCCC1)c1ccccc1NC2=O. As a reaction SMILES: [Br:1][CH2:2][CH2:3][C:4](=[O:5])[N:6]1[c:7]2[c:8]([n:18]([CH3:22])[cH:19][c:20]2[CH3:21])[C:9](=[O:17])[NH:10][c:11]2[c:12]1[cH:13][cH:14][cH:15][cH:16]2.[CH2:23]1[CH2:24][CH2:25][NH:26][CH2:27]1.[Na+:28].[Na+:29].[O-:30][C:31](=[O:32])[O-:33].[O:34]1[CH2:35][CH2:36][O:37][CH2:38][CH2:39]1>>[CH2:2]([CH2:3][C:4](=[O:5])[N:6]1[c:7]2[c:8]([n:18]([CH3:22])[cH:19][c:20]2[CH3:21])[C:9](=[O:17])[NH:10][c:11]2[c:12]1[cH:13][cH:14][cH:15][cH:16]2)[N:26]1[CH2:25][CH2:24][CH2:23][CH2:27]1. Reactants: CC(C)(C)[Si](C)(C)Oc1ccc(-c2noc(C3(C=O)CC3)c2-c2ccccc2)cc1, CC(=O)O[BH-](OC(C)=O)OC(C)=O, CNC, ClCCl, [Na+], C1CCOC1. Product: CN(C)CC1(c2onc(-c3ccc(O[Si](C)(C)C(C)(C)C)cc3)c2-c2ccccc2)CC1. Reaction SMILES: [C:1]([CH3:2])([CH3:3])([CH3:4])[Si:5]([O:6][c:7]1[cH:8][cH:9][c:10](-[c:13]2[n:14][o:15][c:16]([C:24]3([CH:27]=[O:28])[CH2:25][CH2:26]3)[c:17]2-[c:18]2[cH:19][cH:20][cH:21][cH:22][cH:23]2)[cH:11][cH:12]1)([CH3:29])[CH3:30].[C:34]([O:35][BH-:36]([O:37][C:38](=[O:39])[CH3:40])[O:41][C:42](=[O:43])[CH3:44])(=[O:45])[CH3:46].[CH3:31][NH:32][CH3:33].[Cl:48][CH2:49][Cl:50].[Na+:47].[O:51]1[CH2:52][CH2:53][CH2:54][CH2:55]1>>[C:1]([CH3:2])([CH3:3])([CH3:4])[Si:5]([O:6][c:7]1[cH:8][cH:9][c:10](-[c:13]2[n:14][o:15][c:16]([C:24]3([CH2:27][N:32]([CH3:31])[CH3:33])[CH2:25][CH2:26]3)[c:17]2-[c:18]2[cH:19][cH:20][cH:21][cH:22][cH:23]2)[cH:11][cH:12]1)([CH3:29])[CH3:30]. Reactants: N#Cc1ccc(C(=O)CCC(=O)O)cc1[N+](=O)[O-], [NH4+], O=S(=O)([O-])[O-], [OH-]. Product: N#Cc1ccc(C(=O)CCC(=O)O)cc1N. RXN SMILES: [C:1](#[N:2])[c:3]1[c:4]([N+:16]([O-:17])=[O:18])[cH:5][c:6]([C:7](=[O:8])[CH2:9][CH2:10][C:11](=[O:12])[OH:13])[cH:14][cH:15]1.[NH4+:24].[O-:19][S:20](=[O:21])(=[O:22])[O-:23].[OH-:25]>>[C:1](#[N:2])[c:3]1[c:4]([NH2:16])[cH:5][c:6]([C:7](=[O:8])[CH2:9][CH2:10][C:11](=[O:12])[OH:13])[cH:14][cH:15]1.